This data is from the Open Reaction Database (ORD), a public repository of structured organic reaction records. The task is: describe an organic reaction: reactants, conditions, products, and yield Yields the product COC(=O)Nc1cc(-c2ccc(S(C)(=O)=O)cc2)n(-c2ccc(F)cc2)n1. As a reaction SMILES: [CH3:35][C:36]#[N:37].[CH3:43][CH2:44][O:45][C:46](=[O:47])[CH3:48].[Cl:1][C:2](=[O:3])[O:4][CH3:5].[F:6][c:7]1[cH:8][cH:9][c:10](-[n:13]2[n:14][c:15]([NH2:28])[cH:16][c:17]2-[c:18]2[cH:19][cH:20][c:21]([S:24](=[O:25])(=[O:26])[CH3:27])[cH:22][cH:23]2)[cH:11][cH:12]1.[O:38]1[CH2:39][CH2:40][CH2:41][CH2:42]1.[cH:29]1[cH:30][cH:31][n:32][cH:33][cH:34]1>>[C:2](=[O:3])([O:4][CH3:5])[NH:28][c:15]1[n:14][n:13](-[c:10]2[cH:9][cH:8][c:7]([F:6])[cH:12][cH:11]2)[c:17](-[c:18]2[cH:19][cH:20][c:21]([S:24](=[O:25])(=[O:26])[CH3:27])[cH:22][cH:23]2)[cH:16]1. Reactants: CC#N, CCOC(C)=O, COC(=O)Cl, CS(=O)(=O)c1ccc(-c2cc(N)nn2-c2ccc(F)cc2)cc1, C1CCOC1, c1ccncc1. The reactants are Cn1c(=O)[nH]c2cccc(Br)c21, CN1CCCC1=O, COc1cc(Cl)cc(C)c1N, ClCCl. Yields the product COc1cc(Cl)cc(C)c1Nc1nc2cccc(Br)c2n1C. As a reaction SMILES: [Br:1][c:2]1[cH:3][cH:4][cH:5][c:6]2[c:7]1[n:8]([CH3:12])[c:9](=[O:11])[nH:10]2.[CH3:24][N:25]1[CH2:26][CH2:27][CH2:28][C:29]1=[O:30].[Cl:13][c:14]1[cH:15][c:16]([O:22][CH3:23])[c:17]([NH2:18])[c:19]([CH3:21])[cH:20]1.[Cl:31][CH2:32][Cl:33]>>[Br:1][c:2]1[cH:3][cH:4][cH:5][c:6]2[c:7]1[n:8]([CH3:12])[c:9]([NH:18][c:17]1[c:16]([O:22][CH3:23])[cH:15][c:14]([Cl:13])[cH:20][c:19]1[CH3:21])[n:10]2. The reactants are O (water), N-potassium, ClC=1C=C2C(C(=O)NC2=O)=CC1 (4-chlorophthalimide), C(#N)C1=C(C(=O)Cl)C=C(C=C1)OC1=C(C=C(C=C1)Cl)Cl (2-cyano-5-(2,4-dichlorophenoxy)benzoyl chloride). Run in CN(C=O)C (dimethylformamide). Run at time 8 hour. Product: C(#N)C1=C(C(=O)N2C(C=3C(C2=O)=CC(=CC3)Cl)=O)C=C(C=C1)OC1=C(C=C(C=C1)Cl)Cl (N-[2-cyano-5-(2,4-dichlorophenoxy)benzoyl]-4-chlorophthalimide). Reaction SMILES: [Cl:1][C:2]1[CH:3]=[C:4]2[C:9](=[O:10])[NH:8][C:6](=[O:7])[C:5]2=[CH:11][CH:12]=1.[C:13]([C:15]1[CH:23]=[CH:22][C:21]([O:24][C:25]2[CH:30]=[CH:29][C:28]([Cl:31])=[CH:27][C:26]=2[Cl:32])=[CH:20][C:16]=1[C:17](Cl)=[O:18])#[N:14].O>CN(C)C=O>[C:13]([C:15]1[CH:23]=[CH:22][C:21]([O:24][C:25]2[CH:30]=[CH:29][C:28]([Cl:31])=[CH:27][C:26]=2[Cl:32])=[CH:20][C:16]=1[C:17]([N:8]1[C:9](=[O:10])[C:4]2=[CH:3][C:2]([Cl:1])=[CH:12][CH:11]=[C:5]2[C:6]1=[O:7])=[O:18])#[N:14]. Procedure: The N-potassium salt of 4-chlorophthalimide (0.025 mole) dissolved in dimethylformamide (50 ml) and 2-cyano-5-(2,4-dichlorophenoxy)benzoyl chloride (0.025 mole) are charged into a glass reaction vessel equipped with a mechanical stirrer and thermometer. The reaction mixture is stirred at room temperature for a period of about 8 hours. After this time the mixture is poured into water (150 ml) and is extracted twice with toluene. The toluene extracts are combined and stripped of solvent leaving a ... Starting materials: COC1=C(C=C(C=C1)C(F)(F)F)N1CCNCC1 (4-(2-methoxy-5-trifluoromethyl-phenyl)-piperazine), O.Cl.Cl (hydrochloride hemihydrate), [I-].[K+] (potassium iodide), C12CCCC(CC1)N2C(C(CCCl)C2=CC=CC=C2)=O (1-(8-aza-bicyclo[3.2.1]oct-8-yl)-4-chloro-2-phenyl-butan-1-one), C(C)(C)N(CC)C(C)C (diisopropylethylamine). Run in CN(C=O)C (dimethylformamide). Yields the product C12CCCC(CC1)N2C(C(CCN2CCN(CC2)C2=C(C=CC(=C2)C(F)(F)F)OC)C2=CC=CC=C2)=O (1-(8-Aza-bicyclo[3.2.1]oct-8-yl)-4-[4-(2-methoxy-5-trifluoromethyl- phenyl)-piperazin-1-yl]-2-phenyl-butan-1-one). The yield is 67.5%. RXN SMILES: [CH3:1][O:2][C:3]1[CH:8]=[CH:7][C:6]([C:9]([F:12])([F:11])[F:10])=[CH:5][C:4]=1[N:13]1[CH2:18][CH2:17][NH:16][CH2:15][CH2:14]1.[CH:19]12[N:26]([C:27](=[O:38])[CH:28]([C:32]3[CH:37]=[CH:36][CH:35]=[CH:34][CH:33]=3)[CH2:29][CH2:30]Cl)[CH:23]([CH2:24][CH2:25]1)[CH2:22][CH2:21][CH2:20]2.C(N(C(C)C)CC)(C)C.[I-].[K+].O.Cl.Cl>CN(C)C=O>[CH:23]12[N:26]([C:27](=[O:38])[CH:28]([C:32]3[CH:37]=[CH:36][CH:35]=[CH:34][CH:33]=3)[CH2:29][CH2:30][N:16]3[CH2:15][CH2:14][N:13]([C:4]4[CH:5]=[C:6]([C:9]([F:10])([F:12])[F:11])[CH:7]=[CH:8][C:3]=4[O:2][CH3:1])[CH2:18][CH2:17]3)[CH:19]([CH2:25][CH2:24]1)[CH2:20][CH2:21][CH2:22]2 |f:3.4,5.6.7|. Procedure: The title compound was prepared from 4-(2-methoxy-5-trifluoromethyl-phenyl)-piperazine 0.7 g, 2.3 mmole, prepared according to the method reported in example 2), 1-(8-aza-bicyclo[3.2.1]oct-8-yl)-4-chloro-2-phenyl-butan-1-one (0.7 g, 2.3 mmole), diisopropylethylamine (0.4 g, 3.0 mmole) and potassium iodide (0.5 g, 3.0 mmole) in dimethylformamide (25 mL) in the manner described in example 2 to yield 0.8 g of title product as the hydrochloride hemihydrate, m.p. 198°-199° C. The reactants are COC(C(C(C1=CC=C(C=C1)Cl)Cl)=O)=O (3-chloro-3-(4-chloro-phenyl)-2-oxo-propionic acid methyl ester), C(C)(=S)N (thioacetamide). Yields the product COC(=O)C=1N=C(SC1C1=CC=C(C=C1)Cl)C (5-(4-Chloro-phenyl)-2-methyl-thiazole-4-carboxylic acid methyl ester). RXN SMILES: [CH3:1][O:2][C:3](=[O:15])[C:4](=O)[CH:5](Cl)[C:6]1[CH:11]=[CH:10][C:9]([Cl:12])=[CH:8][CH:7]=1.[C:16]([NH2:19])(=[S:18])[CH3:17]>>[CH3:1][O:2][C:3]([C:4]1[N:19]=[C:16]([CH3:17])[S:18][C:5]=1[C:6]1[CH:11]=[CH:10][C:9]([Cl:12])=[CH:8][CH:7]=1)=[O:15]. Procedure: prepared by reaction of 3-chloro-3-(4-chloro-phenyl)-2-oxo-propionic acid methyl ester with thioacetamide. LC-MS: tR=0.94 min; [M+H]+=267